This data is from the Open Reaction Database (ORD), a public repository of structured organic reaction records. The task is: describe an organic reaction: reactants, conditions, products, and yield The reactants are COC1N=NC(S1)=S (5-Methoxy-2-thioxo-1,3,4-thiadiazoline), C([O-])(O)=O.[Na+] (sodium bicarbonate), [Na] (sodium), C(C)(=O)OCC1=C(N2C(C(C2SC1)NC(CC=1SC(SC1)=O)=O)=O)C(=O)O (3-acetoxymethyl-2-carboxy-8-oxo-7-[(1,3-dithiol-2-on-4-yl)-acetamido]-5-thia-1-aza-bicyclo[4.2.0]oct-2-ene), C (charcoal), Cl (hydrochloric acid). Solvent: C(C)(=O)OCC (Ethyl acetate), O (water). Run at temperature 50 celsius. The product is C(=O)(O)C=1N2C(C(C2SCC1CSC=1SC(=NN1)OC)NC(CC=1SC(SC1)=O)=O)=O (2-carboxy-3-[(5-methoxy-1,3,4-thiadiazol-2-yl)-thiomethyl]-8-oxo-7-[(1,3-dithiol-2-on-4-yl)-acetamido]-5-thia-1-aza-bicyclo[4.2.0]oct-2-ene). Isolated yield 10.3%. Reaction SMILES: [CH3:1][O:2][CH:3]1[S:7][C:6](=[S:8])[N:5]=[N:4]1.C(=O)(O)[O-].[Na+].[Na].C(O[CH2:19][C:20]1[CH2:27][S:26][CH:25]2[N:22]([C:23](=[O:38])[CH:24]2[NH:28][C:29](=[O:37])[CH2:30][C:31]2[S:32][C:33](=[O:36])[S:34][CH:35]=2)[C:21]=1[C:39]([OH:41])=[O:40])(=O)C.C.Cl>O.C(OCC)(=O)C>[C:39]([C:21]1[N:22]2[CH:25]([S:26][CH2:27][C:20]=1[CH2:19][S:8][C:6]1[S:7][C:3]([O:2][CH3:1])=[N:4][N:5]=1)[CH:24]([NH:28][C:29](=[O:37])[CH2:30][C:31]1[S:32][C:33](=[O:36])[S:34][CH:35]=1)[C:23]2=[O:38])([OH:41])=[O:40] |f:1.2,^1:13|. Procedure details: 5-Methoxy-2-thioxo-1,3,4-thiadiazoline (4.43 g.) and sodium bicarbonate (2.27 g.) in water (20 cc.) are added to the sodium salt of 3-acetoxymethyl-2-carboxy-8-oxo-7-[(1,3-dithiol-2-on-4-yl)-acetamido]-5-thia-1-aza-bicyclo[4.2.0]oct-2-ene (12.2 g.) in a buffer (100 cc.) of pH 6.5. The mixture is heated under a nitrogen atmosphere to 50° C., for 5 hours. It is allowed to cool and treated with decolourising charcoal. Ethyl acetate (100 cc.) is added and the mixture is brought to pH 2.5 by adding 5... Starting materials: CC=1C=CC(=C(C(=O)OC)C1)C1=CC=NC=C1 (methyl 5-methyl-2-(pyridin-4-yl)benzoate), Cl (hydrochloric acid). Run in C(C)(=O)O (acetic acid). Yields the product Cl.CC=1C=CC(=C(C(=O)O)C1)C1=CC=NC=C1 (5-methyl-2-(pyridin-4-yl)benzoic acid hydrochloride). As a reaction SMILES: [CH3:1][C:2]1[CH:3]=[CH:4][C:5]([C:12]2[CH:17]=[CH:16][N:15]=[CH:14][CH:13]=2)=[C:6]([CH:11]=1)[C:7]([O:9]C)=[O:8].[ClH:18]>C(O)(=O)C>[ClH:18].[CH3:1][C:2]1[CH:3]=[CH:4][C:5]([C:12]2[CH:17]=[CH:16][N:15]=[CH:14][CH:13]=2)=[C:6]([CH:11]=1)[C:7]([OH:9])=[O:8] |f:3.4|. Procedure: A mixture of methyl 5-methyl-2-(pyridin-4-yl)benzoate (8.8 g), 6 N hydrochloric acid (65 mL) and acetic acid (100 mL) was heated under reflux overnight. The solvent was evaporated under reduced pressure, and the obtained solid was washed with ethyl acetate to give the title compound (6.6 g). Yields the product NC1=NN(CC1)C=1SC2=C(N1)C=CC=C2 (2-(3-Amino-2-pyrazolin-1-yl)benzothiazole). Solvent: CO (methanol). The reactants are C(C)OCCC#N (β-ethoxypropionitrile), OCC[N+](C)(C)C (choline), C(C)O (ethanol), N(N)C=1SC2=C(N1)C=CC=C2 (2-hydrazinobenzothiazole). Procedure: A mixture of 5.0 g. of β-ethoxypropionitrile, 100 ml. of absolute ethanol, 8.25 g. of 2-hydrazinobenzothiazole and 2.5 g. of 50% w/v choline in methanol is refluxed on a steam bath for 16 hours, then the solvent is removed in vacuo. Water is added and the solid is collected by filtration. The solid is recrystalized twice from ethanol to give 5.75 g. of the product of the Example as grey prisms, m.p. 231.5°-235° C. As a reaction SMILES: C(O[CH2:4][CH2:5][C:6]#[N:7])C.C(O)C.[NH:11]([C:13]1[S:14][C:15]2[CH:21]=[CH:20][CH:19]=[CH:18][C:16]=2[N:17]=1)[NH2:12].OCC[N+](C)(C)C>CO>[NH2:7][C:6]1[CH2:5][CH2:4][N:11]([C:13]2[S:14][C:15]3[CH:21]=[CH:20][CH:19]=[CH:18][C:16]=3[N:17]=2)[N:12]=1. The reactants are O=C(O)C1=CCCC1, CCN, c1ccccc1. Product: CCNC(=O)C1=CCCC1. As a reaction SMILES: [C:1]1([C:6](=[O:7])[OH:8])=[CH:2][CH2:3][CH2:4][CH2:5]1.[CH3:9][CH2:10][NH2:11].[cH:12]1[cH:13][cH:14][cH:15][cH:16][cH:17]1>>[C:1]1([C:6](=[O:8])[NH:11][CH2:10][CH3:9])=[CH:2][CH2:3][CH2:4][CH2:5]1. The reactants are [BH3-]C#N, CC(=O)O, CO, CCCCC=O, Nc1ccccn1, [Na+], O. Product: CCCCCNc1ccccn1. Reaction SMILES: [C:18]([BH3-:19])#[N:20].[CH3:1][C:2](=[O:3])[OH:4].[CH3:22][OH:23].[CH:12]([CH2:13][CH2:14][CH2:15][CH3:16])=[O:17].[NH2:5][c:6]1[n:7][cH:8][cH:9][cH:10][cH:11]1.[Na+:21].[OH2:24]>>[NH:5]([c:6]1[n:7][cH:8][cH:9][cH:10][cH:11]1)[CH2:12][CH2:13][CH2:14][CH2:15][CH3:16]. The reactants are CC(CC1(OC1)C(F)(F)F)(C)C1=CC=CC=2CCOC21 (racemic 7-{1,1-dimethyl-2-[2-(trifluoromethyl)-2-oxiranyl]ethyl}-2,3-dihydro-1-benzofuran), Cl.C1(=CC=CC=C1)N1N=CC=2C(=CC=CC12)N (1-phenyl-1H-indazol-4-amine hydrochloride), Cl.C1(=CC=CC=C1)N1N=CC=2C(=CC=CC12)N (1-Phenyl-1H-indazol-4-amine hydrochloride). Yields the product O1CCC2=C1C(=CC=C2)C(CC(C(F)(F)F)(O)CNC2=C1C=NN(C1=CC=C2)C2=CC=CC=C2)(C)C (4-(2,3-Dihydro-1-benzofuran-7-yl)-1,1,1-trifluoro-4-methyl-2-{[(1-phenyl-1H-indazol-4-yl)amino]methyl}-2-pentanol). As a reaction SMILES: [CH3:1][C:2]([C:12]1[C:20]2[O:19][CH2:18][CH2:17][C:16]=2[CH:15]=[CH:14][CH:13]=1)([CH3:11])[CH2:3][C:4]1([C:7]([F:10])([F:9])[F:8])[CH2:6][O:5]1.Cl.[C:22]1([N:28]2[C:36]3[CH:35]=[CH:34][CH:33]=[C:32]([NH2:37])[C:31]=3[CH:30]=[N:29]2)[CH:27]=[CH:26][CH:25]=[CH:24][CH:23]=1>>[O:19]1[C:20]2[C:12]([C:2]([CH3:1])([CH3:11])[CH2:3][C:4]([CH2:6][NH:37][C:32]3[CH:33]=[CH:34][CH:35]=[C:36]4[C:31]=3[CH:30]=[N:29][N:28]4[C:22]3[CH:23]=[CH:24][CH:25]=[CH:26][CH:27]=3)([OH:5])[C:7]([F:8])([F:9])[F:10])=[CH:13][CH:14]=[CH:15][C:16]=2[CH2:17][CH2:18]1 |f:1.2|. Reported procedure: Prepared similarly to Example 7 from racemic 7-{1,1-dimethyl-2-[2-(trifluoromethyl)-2-oxiranyl]ethyl}-2,3-dihydro-1-benzofuran (which may be prepared according to WO 04/063163) and 1-phenyl-1H-indazol-4-amine hydrochloride (as the free base, Intermediate 8).